Dataset: the Open Reaction Database (ORD), a public repository of structured organic reaction records. Task: describe an organic reaction: reactants, conditions, products, and yield Reactants: BrC(C(=O)Cl)CC1CCCC1 (2-bromo-3-cyclopentyl-propionyl chloride), N1=C(C=NC=C1)N (pyrazin-2-ylamine), CN1CCOCC1 (N-methylmorpholine). Solvent: O1CCCC1 (tetrahydrofuran). Reaction conditions: temperature 0 celsius, time 5 minute. The product is ethyl acetate hexanes, BrC(C(=O)NC1=NC=CN=C1)CC1CCCC1 (2-bromo-3-cyclopentyl-N-pyrazin-2-yl-propionamide). Isolated yield 23.7%. As a reaction SMILES: [Br:1][CH:2]([CH2:6][CH:7]1[CH2:11][CH2:10][CH2:9][CH2:8]1)[C:3](Cl)=[O:4].CN1CCOCC1.[N:19]1[CH:24]=[CH:23][N:22]=[CH:21][C:20]=1[NH2:25]>O1CCCC1>[Br:1][CH:2]([CH2:6][CH:7]1[CH2:11][CH2:10][CH2:9][CH2:8]1)[C:3]([NH:25][C:20]1[CH:21]=[N:22][CH:23]=[CH:24][N:19]=1)=[O:4]. Reported procedure: A solution of 2-bromo-3-cyclopentyl-propionyl chloride (1.46 g, 6.09 mmol) in tetrahydrofuran (32.1 mL, 0.19M) cooled to 0° C. was treated with N-methylmorpholine (0.66 mL, 6.09 mmol). The reaction mixture was stirred at 0° C. for 5 min. After this time, the reaction was treated with pyrazin-2-ylamine (0.58 g, 6.09 mmol) and allowed to warm to 25° C. The reaction stirred at 25° C. for 2 d. After this time, the reaction mixture was partitioned between water (100 mL) and ethyl acetate (2×150 mL). ... The reactants are C=CCBr, O=C(NCC(F)(F)F)c1cccc(N2CCN(CCC(c3ccccc3)c3ccccc3)CC2)c1. Yields the product C=CCN(CC(F)(F)F)C(=O)c1cccc(N2CCN(CCC(c3ccccc3)c3ccccc3)CC2)c1. Reaction SMILES: [CH2:36]([CH:37]=[CH2:38])[Br:39].[c:1]1([CH:7]([CH2:8][CH2:9][N:10]2[CH2:11][CH2:12][N:13]([c:16]3[cH:17][c:18]([C:19](=[O:20])[NH:21][CH2:22][C:23]([F:24])([F:25])[F:26])[cH:27][cH:28][cH:29]3)[CH2:14][CH2:15]2)[c:30]2[cH:31][cH:32][cH:33][cH:34][cH:35]2)[cH:2][cH:3][cH:4][cH:5][cH:6]1>>[c:1]1([CH:7]([CH2:8][CH2:9][N:10]2[CH2:11][CH2:12][N:13]([c:16]3[cH:17][c:18]([C:19](=[O:20])[N:21]([CH2:22][C:23]([F:24])([F:25])[F:26])[CH2:38][CH:37]=[CH2:36])[cH:27][cH:28][cH:29]3)[CH2:14][CH2:15]2)[c:30]2[cH:31][cH:32][cH:33][cH:34][cH:35]2)[cH:2][cH:3][cH:4][cH:5][cH:6]1. Reactants: Cc1cc([N+](=O)[O-])ccc1S(=O)(=O)Cl, Nc1ccc(S(=O)(=O)O)c2cc(S(=O)(=O)O)cc(S(=O)(=O)O)c12. Product: Cc1cc([N+](=O)[O-])ccc1S(=O)(=O)Nc1ccc(S(=O)(=O)O)c2cc(S(=O)(=O)O)cc(S(=O)(=O)O)c12. As a reaction SMILES: [N+:24](=[O:25])([O-:26])[c:27]1[cH:28][cH:29][c:30]([S:34](=[O:35])(=[O:36])[Cl:37])[c:31]([CH3:33])[cH:32]1.[NH2:1][c:2]1[cH:3][cH:4][c:5]([S:20](=[O:21])(=[O:22])[OH:23])[c:6]2[cH:7][c:8]([S:16](=[O:17])(=[O:18])[OH:19])[cH:9][c:10]([S:12](=[O:13])(=[O:14])[OH:15])[c:11]12>>[NH:1]([c:2]1[cH:3][cH:4][c:5]([S:20](=[O:21])(=[O:22])[OH:23])[c:6]2[cH:7][c:8]([S:16](=[O:17])(=[O:18])[OH:19])[cH:9][c:10]([S:12](=[O:13])(=[O:14])[OH:15])[c:11]12)[S:34]([c:30]1[cH:29][cH:28][c:27]([N+:24](=[O:25])[O-:26])[cH:32][c:31]1[CH3:33])(=[O:35])=[O:36]. As a reaction SMILES: [CH2:1]=[C:2]([O:9][CH:10]1[CH:15]2[C:13]([N:16]3[CH:24]=[N:23][C:22]4[C:17]3=[N:18][C:19]([Cl:26])=[N:20][C:21]=4Cl)([CH2:14]2)[CH2:12][CH2:11]1)[C:3]1[CH:8]=[CH:7][CH:6]=[CH:5][CH:4]=1.[CH:27]1([NH2:32])[CH2:31][CH2:30][CH2:29][CH2:28]1>CO>[CH2:1]=[C:2]([O:9][CH:10]1[CH:15]2[C:13]([N:16]3[CH:24]=[N:23][C:22]4[C:17]3=[N:18][C:19]([Cl:26])=[N:20][C:21]=4[NH:32][CH:27]3[CH2:31][CH2:30][CH2:29][CH2:28]3)([CH2:14]2)[CH2:12][CH2:11]1)[C:3]1[CH:4]=[CH:5][CH:6]=[CH:7][CH:8]=1. Solvent: CO (methanol). Reactants: C=C(C1=CC=CC=C1)OC1CCC2(CC12)N1C2=NC(=NC(=C2N=C1)Cl)Cl (4-(methylenebenzyloxy)-1-(2,6dichloropurine-9-yl)bicyclo(3.1.0)hexane), C1(CCCC1)N (cyclopentylamine). Procedure details: To a solution of 12 (42 mg, 0.105 mmol) in methanol (2 ml) was added cyclopentylamine at room temperature, and stirring was continued for 6 hr for complete reaction. Solvent was removed under vacuum, and the residue obtained was purified by flash column chromatography using 7/3 petroleum ether/ethylacetate as eluent to furnish 45 mg of the product 15 (90% yield) as a gum. Yields the product C=C(C1=CC=CC=C1)OC1CCC2(CC12)N1C2=NC(=NC(=C2N=C1)NC1CCCC1)Cl (4-(methylenebenzyloxy)-1-(2-chloro-6-cyclopentylaminopurine-9-yl)bicyclo(3.1.0)hexane). Yield: 90.0%.